This data is from the Open Reaction Database (ORD), a public repository of structured organic reaction records. The task is: describe an organic reaction: reactants, conditions, products, and yield The reactants are C1(=CC=CC=C1)C(C(=O)Cl)C (α-phenylpropionic acid chloride), [Cl-].OC(=O)C(C)C1=CC(C(=O)C2=CC=CC=C2)=CC=C1 (ketoprofen chloride), OC(=O)C(C)C1=CC(C(=O)C2=CC=CC=C2)=CC=C1 (ketoprofen), S(=O)(Cl)Cl (thionyl chloride). Product: C(C1=CC=CC=C1)(=O)C=1C=C(C=CC1)C(C(=O)Cl)C.OC(=O)C(C)C1=CC(C(=O)C2=CC=CC=C2)=CC=C1 (Ketoprofen (2-[3-Benzoylphenyl]Propionic Acid) Chloride). The yield is 99.0%. As a reaction SMILES: [C:1]1([CH:7]([CH3:11])[C:8]([Cl:10])=[O:9])[CH:6]=[CH:5][CH:4]=[CH:3][CH:2]=1.OC(C([C:17]1[CH:30]=[CH:29][CH:28]=[C:19]([C:20](C2C=CC=CC=2)=[O:21])[CH:18]=1)C)=O.S(Cl)(Cl)=O.[Cl-].[OH:36][C:37]([CH:39]([C:41]1[CH:54]=[CH:53][CH:52]=[C:43]([C:44]([C:46]2[CH:51]=[CH:50][CH:49]=[CH:48][CH:47]=2)=[O:45])[CH:42]=1)[CH3:40])=[O:38]>>[C:20]([C:3]1[CH:2]=[C:1]([CH:7]([CH3:11])[C:8]([Cl:10])=[O:9])[CH:6]=[CH:5][CH:4]=1)(=[O:21])[C:19]1[CH:28]=[CH:29][CH:30]=[CH:17][CH:18]=1.[OH:38][C:37]([CH:39]([C:41]1[CH:54]=[CH:53][CH:52]=[C:43]([C:44]([C:46]2[CH:47]=[CH:48][CH:49]=[CH:50][CH:51]=2)=[O:45])[CH:42]=1)[CH3:40])=[O:36] |f:3.4,5.6|. Procedure details: The procedure is identical to that for the synthesis of α-phenylpropionic acid chloride. Starting with 4.69 g (M=254.3 g, 18.4 mmol) of ketoprofen and 13.4 ml (10 eq) of thionyl chloride, 5.26 g (M=272.8 g, 18.2 mmol) of ketoprofen chloride are obtained, i.e. a yield of 99%. Run in O1CCCC1 (tetrahydrofuran). Yields the product C(C)(C)(C)OC(=O)N1C[C@H](CC1)SC1=CC=C(C=C1)CC(=O)OCC (ethyl 2-[4-[((3S)-1-tert-butoxycarbonyl-3-pyrrolidinyl)thio]phenyl]acetate). Isolated yield 18.6%. Reaction SMILES: [SH:1][C:2]1[CH:7]=[CH:6][C:5]([CH2:8][C:9]([O:11][CH2:12][CH3:13])=[O:10])=[CH:4][CH:3]=1.[C:14]([O:18][C:19]([N:21]1[CH2:25][CH2:24][C@@H:23](O)[CH2:22]1)=[O:20])([CH3:17])([CH3:16])[CH3:15].C1(P(C2C=CC=CC=2)C2C=CC=CC=2)C=CC=CC=1.N(C(OCC)=O)=NC(OCC)=O>O1CCCC1>[C:14]([O:18][C:19]([N:21]1[CH2:25][CH2:24][C@H:23]([S:1][C:2]2[CH:3]=[CH:4][C:5]([CH2:8][C:9]([O:11][CH2:12][CH3:13])=[O:10])=[CH:6][CH:7]=2)[CH2:22]1)=[O:20])([CH3:17])([CH3:15])[CH3:16]. Reactants: C(C)(C)(C)OC(=O)N1C[C@@H](CC1)O ((3R)-1-tert-butoxycarbonyl-3-hydroxypyrrolidine), C1(=CC=CC=C1)P(C1=CC=CC=C1)C1=CC=CC=C1 (triphenylphosphine), N(=NC(=O)OCC)C(=O)OCC (diethyl azodicarboxylate), SC1=CC=C(C=C1)CC(=O)OCC (ethyl 4-mercaptophenylacetate). Reported procedure: 20.2 g of ethyl 4-mercaptophenylacetate was dissolved in 450 ml of tetrahydrofuran. With ice cooling and with stirring, 21.0 g of (3R)-1-tert-butoxycarbonyl-3-hydroxypyrrolidine, 29.4 g of triphenylphosphine and 19.5 g of diethyl azodicarboxylate were added to the above solution. The thus prepared mixture was stirred at room temperature for 18 hours. After distilling off the solvent, the resulting residue was purified by subjecting it to silica gel column chromatography using a n-hexane/ethyl ac... Starting materials: C(#N)CC(CN1CCN(CCC1)C(=O)OC(C)(C)C)N1N=CC(=C1)C=1C2=C(N=CN1)N(C=C2)COCC[Si](C)(C)C (tert-butyl 4-{3-cyano-2-[4-(7-{[2-(trimethylsilyl)ethoxy]methyl}-7H-pyrrolo[2,3-d]pyrimidin-4-yl)-1H-pyrazol-1-yl]propyl}-1,4-diazepane-1-carboxylate), Cl (hydrogen chloride), O1CCOCC1 (1,4-dioxane). The solvent is C(Cl)Cl (DCM). Conditions: time 90 minute. Yields the product N1(CCNCCC1)CC(CC#N)N1N=CC(=C1)C=1C2=C(N=CN1)N(C=C2)COCC[Si](C)(C)C (4-(1,4-diazepan-1-yl)-3-[4-(7-{[2-(trimethylsilyl)ethoxy]methyl}-7H-pyrrolo[2,3-d]pyrimidin-4-yl)-1H-pyrazol-1-yl]butanenitrile). Yield: 77.5%. As a reaction SMILES: [C:1]([CH2:3][CH:4]([N:20]1[CH:24]=[C:23]([C:25]2[C:26]3[CH:33]=[CH:32][N:31]([CH2:34][O:35][CH2:36][CH2:37][Si:38]([CH3:41])([CH3:40])[CH3:39])[C:27]=3[N:28]=[CH:29][N:30]=2)[CH:22]=[N:21]1)[CH2:5][N:6]1[CH2:12][CH2:11][CH2:10][N:9](C(OC(C)(C)C)=O)[CH2:8][CH2:7]1)#[N:2].Cl.O1CCOCC1>C(Cl)Cl>[N:6]1([CH2:5][CH:4]([N:20]2[CH:24]=[C:23]([C:25]3[C:26]4[CH:33]=[CH:32][N:31]([CH2:34][O:35][CH2:36][CH2:37][Si:38]([CH3:39])([CH3:41])[CH3:40])[C:27]=4[N:28]=[CH:29][N:30]=3)[CH:22]=[N:21]2)[CH2:3][C:1]#[N:2])[CH2:12][CH2:11][CH2:10][NH:9][CH2:8][CH2:7]1. Reported procedure: To a solution of tert-butyl 4-{3-cyano-2-[4-(7-{[2-(trimethylsilyl)ethoxy]methyl}-7H-pyrrolo[2,3-d]pyrimidin-4-yl)-1H-pyrazol-1-yl]propyl}-1,4-diazepane-1-carboxylate (6.4 g, 11 mmol;) in DCM (10 mL) was added 4.0 M of hydrogen chloride in 1,4-dioxane (22 mL, 88 mmol). The reaction solution was stirred at room temperature for 90 minutes. The solvent was removed in vacuo and the residue was dissolved in ethyl acetate. The organic layer was washed with 1.0 N NaOH solution. The aqueous was extracte... Reactants: CC(C)O, Fc1ccccc1Cn1cnc2c(Cl)ncnc21, [Na+], [Na+], O=C([O-])[O-], O, Nn1cccc1. The product is Fc1ccccc1Cn1cnc2c(Nn3cccc3)ncnc21. As a reaction SMILES: [CH:31]([OH:32])([CH3:33])[CH3:34].[Cl:1][c:2]1[c:3]2[n:4][cH:5][n:6]([CH2:11][c:12]3[c:13]([F:18])[cH:14][cH:15][cH:16][cH:17]3)[c:7]2[n:8][cH:9][n:10]1.[Na+:25].[Na+:26].[O-:27][C:28](=[O:29])[O-:30].[OH2:35].[n:19]1([NH2:24])[cH:20][cH:21][cH:22][cH:23]1>>[c:2]1([NH:24][n:19]2[cH:20][cH:21][cH:22][cH:23]2)[c:3]2[n:4][cH:5][n:6]([CH2:11][c:12]3[c:13]([F:18])[cH:14][cH:15][cH:16][cH:17]3)[c:7]2[n:8][cH:9][n:10]1. Procedure: A solution of 2-[2-(2-(phenylmethoxycarbonylamino)phenyl)ethyl]benzoic acid (5.2 g, 0.014 mol) in methylene chloride (100 mL) was treated with isobutylene (15 mL) and sulfuric acid (0.14 mL) and stirred at room temperature. Isobutylene was added over the period of several days until the reaction was complete. The reaction mixture was washed with 5% aqueous sodium carbonate and with water. The organic phase was dried with magnesium sulfate and concentrated in vacuo to give an oil which was purifi... Yield: 31.0%. Run in C(Cl)Cl (methylene chloride). Starting materials: C1(=CC=CC=C1)COC(=O)NC1=C(C=CC=C1)CCC1=C(C(=O)O)C=CC=C1 (2-[2-(2-(phenylmethoxycarbonylamino)phenyl)ethyl]benzoic acid), CC(C)=C (isobutylene), S(O)(O)(=O)=O (sulfuric acid), CC(C)=C (Isobutylene). Yields the product C1(=CC=CC=C1)COC(=O)NC1=C(C=CC=C1)CCC1=C(C(=O)OC(C)(C)C)C=CC=C1 (t-butyl 2-[2-(2-(phenylmethoxycarbonylamino)phenyl)-ethyl]-benzoate). As a reaction SMILES: [C:1]1([CH2:7][O:8][C:9]([NH:11][C:12]2[CH:17]=[CH:16][CH:15]=[CH:14][C:13]=2[CH2:18][CH2:19][C:20]2[CH:28]=[CH:27][CH:26]=[CH:25][C:21]=2[C:22]([OH:24])=[O:23])=[O:10])[CH:6]=[CH:5][CH:4]=[CH:3][CH:2]=1.[CH3:29][C:30](=[CH2:32])[CH3:31].S(=O)(=O)(O)O>C(Cl)Cl>[C:1]1([CH2:7][O:8][C:9]([NH:11][C:12]2[CH:17]=[CH:16][CH:15]=[CH:14][C:13]=2[CH2:18][CH2:19][C:20]2[CH:28]=[CH:27][CH:26]=[CH:25][C:21]=2[C:22]([O:24][C:30]([CH3:32])([CH3:31])[CH3:29])=[O:23])=[O:10])[CH:6]=[CH:5][CH:4]=[CH:3][CH:2]=1. The reactants are [BH4-], CC(C)(C)OC(=O)N1CCC(=O)CC1, COCCN, CO, ClCCl, [Na+]. Product: COCCNC1CCN(C(=O)OC(C)(C)C)CC1. Reaction SMILES: [BH4-:20].[C:1](=[O:2])([O:3][C:4]([CH3:5])([CH3:6])[CH3:7])[N:8]1[CH2:9][CH2:10][C:11](=[O:14])[CH2:12][CH2:13]1.[CH3:15][O:16][CH2:17][CH2:18][NH2:19].[CH3:22][OH:23].[Cl:24][CH2:25][Cl:26].[Na+:21]>>[C:1](=[O:2])([O:3][C:4]([CH3:5])([CH3:6])[CH3:7])[N:8]1[CH2:9][CH2:10][CH:11]([NH:19][CH2:18][CH2:17][O:16][CH3:15])[CH2:12][CH2:13]1. Reactants: Nc1cnc(Oc2ccccc2Br)nc1, CCC(C)O, CCCCCC, Clc1nnc(-c2ccccc2)c2ccccc12, c1ccc2cnncc2c1. The product is Brc1ccccc1Oc1ncc(Nc2nnc(-c3ccccc3)c3ccccc23)cn1. Reaction SMILES: [Br:1][c:2]1[c:3]([O:4][c:5]2[n:6][cH:7][c:8]([NH2:11])[cH:9][n:10]2)[cH:12][cH:13][cH:14][cH:15]1.[CH3:33][CH2:34][CH:35]([OH:36])[CH3:37].[CH3:48][CH2:49][CH2:50][CH2:51][CH2:52][CH3:53].[Cl:16][c:17]1[n:18][n:19][c:20](-[c:27]2[cH:28][cH:29][cH:30][cH:31][cH:32]2)[c:21]2[cH:22][cH:23][cH:24][cH:25][c:26]12.[cH:38]1[cH:39][c:40]2[c:41]([cH:42][n:43][n:44][cH:45]2)[cH:46][cH:47]1>>[Br:1][c:2]1[c:3]([O:4][c:5]2[n:6][cH:7][c:8]([NH:11][c:17]3[n:18][n:19][c:20](-[c:27]4[cH:28][cH:29][cH:30][cH:31][cH:32]4)[c:21]4[cH:22][cH:23][cH:24][cH:25][c:26]34)[cH:9][n:10]2)[cH:12][cH:13][cH:14][cH:15]1. Reactants: C1(=C(C(=CC(=C1)C)C)S(=O)(=O)O)C.OCCN(S(=O)(=O)C1=C(C=C(C=C1C)C)C)C (N-(2-hydroxyethyl)-N-methylmesitylenesulphonamide mesitylenesulphonate), OCCS (2-hydroxyethanethiol), [Na] (sodium), N (ammonia). Solvent: CN(C=O)C (dimethylformamide). Conditions: temperature 20 celsius, time 8 hour. The product is OCCSCCN(S(=O)(=O)C1=C(C=C(C=C1C)C)C)C (N-(5-hydroxy-3-thiapentyl)-N-methylmesitylenesulphonamide). Yield: 96.9%. RXN SMILES: C1(C)C=C(C)C=C(C)C=1S(O)(=O)=O.O[CH2:15][CH2:16][N:17]([CH3:30])[S:18]([C:21]1[C:26]([CH3:27])=[CH:25][C:24]([CH3:28])=[CH:23][C:22]=1[CH3:29])(=[O:20])=[O:19].[OH:31][CH2:32][CH2:33][SH:34].[Na].N>CN(C)C=O>[OH:31][CH2:32][CH2:33][S:34][CH2:15][CH2:16][N:17]([CH3:30])[S:18]([C:21]1[C:26]([CH3:27])=[CH:25][C:24]([CH3:28])=[CH:23][C:22]=1[CH3:29])(=[O:20])=[O:19] |f:0.1,^1:34|. Procedure: 17.6 g (0.04 mole) N-(2-hydroxyethyl)-N-methylmesitylenesulphonamide mesitylenesulphonate were added to a mixture of 7.8 g (0.1 mole) 2-hydroxyethanethiol, 2.3 g (0.1 mole) sodium and 200 ml ammonia, and then 50 ml dimethylformamide were added, the reaction vessel being cooled in an acetone-CO2 bath. The cooling bath was removed and the mixture was stirred at about 20° C. overnight. Water and diethyl ether was added and the aqueous phase was extracted with diethyl ether. The combined ether phase...